Dataset: the Open Reaction Database (ORD), a public repository of structured organic reaction records. Task: describe an organic reaction: reactants, conditions, products, and yield Starting materials: CCCCc1nc2c(C)ccnc2n1Cc1ccc(-n2cccc2-c2nnn[nH]2)c([N+](=O)[O-])c1, CO. Yields the product CCCCc1nc2c(C)ccnc2n1Cc1ccc(-n2cccc2-c2nnn[nH]2)c(N)c1. RXN SMILES: [CH2:1]([CH2:2][CH2:3][CH3:4])[c:5]1[n:6][c:7]2[c:8]([n:9][cH:10][cH:11][c:12]2[CH3:13])[n:14]1[CH2:15][c:16]1[cH:17][c:18]([N+:32]([O-:33])=[O:34])[c:19](-[n:22]2[c:23](-[c:27]3[n:28][n:29][n:30][nH:31]3)[cH:24][cH:25][cH:26]2)[cH:20][cH:21]1.[CH3:35][OH:36]>>[CH2:1]([CH2:2][CH2:3][CH3:4])[c:5]1[n:6][c:7]2[c:8]([n:9][cH:10][cH:11][c:12]2[CH3:13])[n:14]1[CH2:15][c:16]1[cH:17][c:18]([NH2:32])[c:19](-[n:22]2[c:23](-[c:27]3[n:28][n:29][n:30][nH:31]3)[cH:24][cH:25][cH:26]2)[cH:20][cH:21]1.